This data is from the Open Reaction Database (ORD), a public repository of structured organic reaction records. The task is: describe an organic reaction: reactants, conditions, products, and yield Conditions: temperature 75 celsius. Starting materials: C(C)(C)C=1C(=CC(=C(C1)C=1N(C(=NN1)NC1=CC=CC=C1)C=1C=C2C=CN(C2=CC1)C)OCC1=CC=CC=C1)OCC1=CC=CC=C1 ([5-(5-Isopropyl-2,4-dibenzyloxy-phenyl)-4-(1-methyl-1H-indol-5-yl)-4H-[1,2,4]triazol-3-yl]-phenyl-amine), CN(C=O)C (dimethylformamide), C(C)(=O)C=1NC=CN1 (acetylimidazole). Procedure: A flask was charged with [5-(5-Isopropyl-2,4-dibenzyloxy-phenyl)-4-(1-methyl-1H-indol-5-yl)-4H-[1,2,4]triazol-3-yl]-phenyl-amine (0.25 mmol, 136 mg.), dimethylformamide (2 mL), and acetylimidazole (2 eq., 90 mg.), and the reaction was heated at 75° C. for 16 hours. The solution was diluted with ethyl acetate (20 mL) and washed with water (3×10 mL), dried and the product was purified by column chromatography to give N-(5-(2,4-bis(benzyloxy)-5-isopropylphenyl)-4-(1-methyl-1H-indol-5-yl)-4H-1,2,4-t... Yields the product C(C1=CC=CC=C1)OC1=C(C=C(C(=C1)OCC1=CC=CC=C1)C(C)C)C=1N(C(=NN1)NC(C)=O)C=1C=C2C=CN(C2=CC1)C (N-(5-(2,4-bis(benzyloxy)-5-isopropylphenyl)-4-(1-methyl-1H-indol-5-yl)-4H-1,2,4-triazol-3-yl)acetamide). The solvent is C(C)(=O)OCC (ethyl acetate). Reaction SMILES: [CH:1]([C:4]1[C:5]([O:40][CH2:41][C:42]2[CH:47]=[CH:46][CH:45]=[CH:44][CH:43]=2)=[CH:6][C:7]([O:32][CH2:33][C:34]2[CH:39]=[CH:38][CH:37]=[CH:36][CH:35]=2)=[C:8]([C:10]2[N:11]([C:22]3[CH:23]=[C:24]4[C:28](=[CH:29][CH:30]=3)[N:27]([CH3:31])[CH:26]=[CH:25]4)[C:12]([NH:15][C:16]3[CH:21]=CC=CC=3)=[N:13][N:14]=2)[CH:9]=1)([CH3:3])[CH3:2].CN(C)C=[O:51].C(C1NC=CN=1)(=O)C>C(OCC)(=O)C>[CH2:33]([O:32][C:7]1[CH:6]=[C:5]([O:40][CH2:41][C:42]2[CH:43]=[CH:44][CH:45]=[CH:46][CH:47]=2)[C:4]([CH:1]([CH3:2])[CH3:3])=[CH:9][C:8]=1[C:10]1[N:11]([C:22]2[CH:23]=[C:24]3[C:28](=[CH:29][CH:30]=2)[N:27]([CH3:31])[CH:26]=[CH:25]3)[C:12]([NH:15][C:16](=[O:51])[CH3:21])=[N:13][N:14]=1)[C:34]1[CH:39]=[CH:38][CH:37]=[CH:36][CH:35]=1. The solvent is CO (methanol). The yield is 566.8%. Starting materials: S(=S)(=S)([O-])[O-].[Na+].[Na+] (sodium dithiosulfate), C([O-])([O-])=O.[K+].[K+] (potassium carbonate), OO (hydrogen peroxide), C(CCC)ON=C(C(=NOCC)N1N=CN=C1)C#N (1-(2-n-butoxyimino-2-cyano-1-ethoxyiminoethyl)-1H-1,2,4-triazole). The reagents and catalysts are [Br-].C(CCC)[N+](CCCC)(CCCC)CCCC (tetrabutylammonium bromide). Yields the product C(CCC)ON=C(C(=NOCC)N1N=CN=C1)C(N)=O (1-(2-n-butoxyimino-2-carbamoyl-1-ethoxyiminoethyl)-1H-1,2,4-triazole). Conditions: time 10 hour. Reported procedure: To 5 ml of a methanol solution containing 0.98 g (3.7 mmol) of the 1-(2-n-butoxyimino-2-cyano-1-ethoxyiminoethyl)-1H-1,2,4-triazole produced in Example 17 were added, at room temperature, 60 mg (0.19 mmol) of tetrabutylammonium bromide, 55 mg (0.40 mmol) of potassium carbonate and 1.7 g (15 mmol) of an aqueous 30 wt. % hydrogen peroxide solution, followed by stirring for 10 hours. To the reaction mixture was added sodium dithiosulfate, followed by stirring for 10 minutes. The reaction mixture wa... As a reaction SMILES: [CH2:1]([O:5][N:6]=[C:7]([C:18]#[N:19])[C:8]([N:13]1[CH:17]=[N:16][CH:15]=[N:14]1)=[N:9][O:10][CH2:11][CH3:12])[CH2:2][CH2:3][CH3:4].C(=O)([O-])[O-:21].[K+].[K+].OO.S([O-])([O-])(=S)=S.[Na+].[Na+]>[Br-].C([N+](CCCC)(CCCC)CCCC)CCC.CO>[CH2:1]([O:5][N:6]=[C:7]([C:18](=[O:21])[NH2:19])[C:8]([N:13]1[CH:17]=[N:16][CH:15]=[N:14]1)=[N:9][O:10][CH2:11][CH3:12])[CH2:2][CH2:3][CH3:4] |f:1.2.3,5.6.7,8.9|. Reactants: NC1=CC=C2C(=N1)C(=CN2)C2CCN(CC2)C (5-amino-3-(1-methylpiperidin-4-yl)pyrrolo[3,2-b]pyridine), CC=1C=C(C(=O)Cl)C=CC1 (3-methylbenzoyl chloride). Product: CC=1C=C(C(=O)NC2=CC=C3C(=N2)C(=CN3)C3CCN(CC3)C)C=CC1 (5-(N-[3-methylbenzoyl]amino)-3-(1-methylpiperidin-4-yl)pyrrolo[3,2-b]pyridine). Isolated yield 97.1%. As a reaction SMILES: [NH2:1][C:2]1[N:7]=[C:6]2[C:8]([CH:11]3[CH2:16][CH2:15][N:14]([CH3:17])[CH2:13][CH2:12]3)=[CH:9][NH:10][C:5]2=[CH:4][CH:3]=1.[CH3:18][C:19]1[CH:20]=[C:21]([CH:25]=[CH:26][CH:27]=1)[C:22](Cl)=[O:23]>>[CH3:18][C:19]1[CH:20]=[C:21]([CH:25]=[CH:26][CH:27]=1)[C:22]([NH:1][C:2]1[N:7]=[C:6]2[C:8]([CH:11]3[CH2:16][CH2:15][N:14]([CH3:17])[CH2:13][CH2:12]3)=[CH:9][NH:10][C:5]2=[CH:4][CH:3]=1)=[O:23]. Reported procedure: Beginning with 0.015 gm (0.065 mMol) 5-amino-3-(1-methylpiperidin-4-yl)pyrrolo[3,2-b]pyridine and 0.0095 mL (0.072 mMol) 3-methylbenzoyl chloride, 0.022 gm (99%) of the title compound were prepared essentially by the procedure described in Example 7. The reactants are CO (MeOH), C[C@@H]1NCCC1 ((S)-2-methyl-pyrrolidine), C(=O)([O-])[O-].[K+].[K+] (K2CO3), C(C1=CC=CC=C1)OC(=O)NC1=C(C=C(C=C1)C1=CCC(CC1)OS(=O)(=O)C)F (Methanesulfonic acid 4-(4-benzyloxycarbonylamino-3-fluoro-phenyl)-cyclohex-3-enyl ester). Solvent: C(C)#N (acetonitrile), C(Cl)Cl (DCM). Conditions: time 16 hour. The product is C(C1=CC=CC=C1)OC(NC1=C(C=C(C=C1)C1=CCC(CC1)N1[C@H](CCC1)C)F)=O ({2-Fluoro-4-[4-((S)-2-methyl-pyrrolidin-1-yl)-cyclohex-1-enyl]-phenyl}-carbamic acid benzyl ester). Reaction SMILES: [CH2:1]([O:8][C:9]([NH:11][C:12]1[CH:17]=[CH:16][C:15]([C:18]2[CH2:23][CH2:22][CH:21](OS(C)(=O)=O)[CH2:20][CH:19]=2)=[CH:14][C:13]=1[F:29])=[O:10])[C:2]1[CH:7]=[CH:6][CH:5]=[CH:4][CH:3]=1.[CH3:30][C@H:31]1[CH2:35][CH2:34][CH2:33][NH:32]1.C([O-])([O-])=O.[K+].[K+].CO>C(#N)C.C(Cl)Cl>[CH2:1]([O:8][C:9](=[O:10])[NH:11][C:12]1[CH:17]=[CH:16][C:15]([C:18]2[CH2:23][CH2:22][CH:21]([N:32]3[CH2:33][CH2:34][CH2:35][C@@H:31]3[CH3:30])[CH2:20][CH:19]=2)=[CH:14][C:13]=1[F:29])[C:2]1[CH:7]=[CH:6][CH:5]=[CH:4][CH:3]=1 |f:2.3.4|. Reported procedure: Methanesulfonic acid 4-(4-benzyloxycarbonylamino-3-fluoro-phenyl)-cyclohex-3-enyl ester (200 mg, 0.47 mmol, 1 equiv.) was dissolved in 5 mL of anhydrous acetonitrile. This solution was transferred into a flask containing (S)-2-methyl-pyrrolidine (159 mg, 1.88 mmol, 4 equiv.) and K2CO3 (285 mg, 2.07 mmol, 4.4 equiv.). The suspension was de-aerated by vacuum/nitrogen exchange 3 times, and then, heated on an oil bath set at 80° C. externally with stirring under nitrogen for 16 h. TLC (5% MeOH in DC... Reactants: ClCCCl, Nc1nnc(C2CCCC2)s1, ClCCl, O=C(O)c1ccccc1F, On1nnc2cccnc21. The product is O=C(Nc1nnc(C2CCCC2)s1)c1ccccc1F. As a reaction SMILES: [CH2:22]([Cl:23])[CH2:24][Cl:25].[CH:11]1([c:16]2[n:17][n:18][c:19]([NH2:21])[s:20]2)[CH2:12][CH2:13][CH2:14][CH2:15]1.[Cl:36][CH2:37][Cl:38].[OH:1][C:2](=[O:3])[c:4]1[cH:5][cH:6][cH:7][cH:8][c:9]1[F:10].[OH:26][n:27]1[c:28]2[n:29][cH:30][cH:31][cH:32][c:33]2[n:34][n:35]1>>[C:2](=[O:3])([c:4]1[cH:5][cH:6][cH:7][cH:8][c:9]1[F:10])[NH:21][c:19]1[n:18][n:17][c:16]([CH:11]2[CH2:12][CH2:13][CH2:14][CH2:15]2)[s:20]1. Starting materials: CN1CCNCC1 (N-methyl piperazine), BrCCN1N=C2CCC3=C(C2=C1)SC1=C3C(=NC=N1)OCCC1=CC=C(C=C1)[N+](=O)[O-] (2-(2-bromoethyl)-6-[2-(4-nitrophenyl)ethoxy]-4,5-dihydro-2H-pyrimido[5′,4′:4,5]thieno[2,3-e]indazole), C(=O)([O-])[O-].[K+].[K+] (K2CO3), [Na+].[I-] (NaI). The solvent is C(C)#N (acetonitrile). Conditions: temperature 80 celsius. Product: CN1CCN(CC1)CCN1N=C2CCC3=C(C2=C1)SC1=C3C(=NC=N1)OCCC1=CC=C(C=C1)[N+](=O)[O-] (2-[2-(4-methylpiperazin-1-yl)ethyl]-6-[2-(4-nitrophenyl)ethoxy]-4,5-dihydro-2H-pyrimido[5′,4′:4,5]thieno[2,3-e]indazole). Yield: 99.7%. Reaction SMILES: Br[CH2:2][CH2:3][N:4]1[CH:12]=[C:11]2[C:6]([CH2:7][CH2:8][C:9]3[C:15]4[C:16]([O:20][CH2:21][CH2:22][C:23]5[CH:28]=[CH:27][C:26]([N+:29]([O-:31])=[O:30])=[CH:25][CH:24]=5)=[N:17][CH:18]=[N:19][C:14]=4[S:13][C:10]=32)=[N:5]1.C([O-])([O-])=O.[K+].[K+].[Na+].[I-].[CH3:40][N:41]1[CH2:46][CH2:45][NH:44][CH2:43][CH2:42]1>C(#N)C>[CH3:40][N:41]1[CH2:46][CH2:45][N:44]([CH2:2][CH2:3][N:4]2[CH:12]=[C:11]3[C:6]([CH2:7][CH2:8][C:9]4[C:15]5[C:16]([O:20][CH2:21][CH2:22][C:23]6[CH:28]=[CH:27][C:26]([N+:29]([O-:31])=[O:30])=[CH:25][CH:24]=6)=[N:17][CH:18]=[N:19][C:14]=5[S:13][C:10]=43)=[N:5]2)[CH2:43][CH2:42]1 |f:1.2.3,4.5|. Procedure details: To a suspension of 2-(2-bromoethyl)-6-[2-(4-nitrophenyl)ethoxy]-4,5-dihydro-2H-pyrimido[5′,4′:4,5]thieno[2,3-e]indazole (4.0 g, 7.99 mmol), K2CO3 (2.21 g, 15.99 mmol), and NaI (1.20 g, 7.99 mmol) in acetonitrile (300 mL) was added N-methyl piperazine (3.20 g, 31.98 mmol). Resulting mixture was heated at 80° C. for 4.5 h after which time analytical HPLC showed no more starting material present and a new major peak appeared. Solvents were evaporated and the residue was dissolved in water and CH2Cl... The reactants are CS(=O)(=O)N1[C@@H](C[C@H](C1)SCC1=CC=C(C=C1)OC)C(=O)O ((2S,4R)-1-Methanesulfonyl-4-(4-methoxy-benzylsulfanyl)-pyrrolidine-2-carboxylic acid), [Li+].CC(C)[N-]C(C)C (LDA), OS(=O)(=O)[O-].[K+].CCOC(=O)C (KHSO4 EtOAc), C(C1=CC=CC=C1)Br (benzylbromide). Solvent: C1CCOC1 (THF). The product is COC1=CC=C(CS[C@@H]2C[C@H](N(C2)S(=O)(=O)CCC2=CC=CC=C2)C(=O)O)C=C1 ((2S,4R)-4-(4-Methoxy-benzylsulfanyl)-1-(2-phenyl-ethanesulfonyl)-pyrrolidine-2-carboxylic acid). The yield is 138.9%. As a reaction SMILES: [CH3:1][S:2]([N:5]1[CH2:9][C@H:8]([S:10][CH2:11][C:12]2[CH:17]=[CH:16][C:15]([O:18][CH3:19])=[CH:14][CH:13]=2)[CH2:7][C@H:6]1[C:20]([OH:22])=[O:21])(=[O:4])=[O:3].[Li+].CC([N-]C(C)C)C.[CH2:31](Br)[C:32]1[CH:37]=[CH:36][CH:35]=[CH:34][CH:33]=1.OS([O-])(=O)=O.[K+].CCOC(C)=O>C1COCC1>[CH3:19][O:18][C:15]1[CH:16]=[CH:17][C:12]([CH2:11][S:10][C@H:8]2[CH2:9][N:5]([S:2]([CH2:1][CH2:31][C:32]3[CH:37]=[CH:36][CH:35]=[CH:34][CH:33]=3)(=[O:3])=[O:4])[C@H:6]([C:20]([OH:22])=[O:21])[CH2:7]2)=[CH:13][CH:14]=1 |f:1.2,4.5.6|. Procedure details: A solution of 138 mg (0.4 mmol) (2S,4R)-1-Methanesulfonyl-4-(4-methoxy-benzylsulfanyl)-pyrrolidine-2-carboxylic acid in 8 ml THF was treated at −78° C. with 0.83 ml (1.24 mmol, 1.5 M THF solution) of LDA. After 30 min 0.17 ml (1.4 mmol) benzylbromide were added and warmed up to RT over night. The reaction was poured into aqueous 10% KHSO4/EtOAc (3×). The organic phases were washed with aqueous 10% NaCl solution and dried over Na2SO4 to give 242 mg (quantitativ) crude (2S,4R)-4-(4-Methoxy-benzyls...